Dataset: the Open Reaction Database (ORD), a public repository of structured organic reaction records. Task: describe an organic reaction: reactants, conditions, products, and yield The reactants are C[Si](N1C(CCC1)=O)(C)C (1-trimethylsilyl-2-pyrrolidinone), N1=CC=CC=C1 (pyridine), C(=O)(Cl)Cl (phosgen), [N+](=O)([O-])C1=C(C=CC=C1)O (2-nitrophenol). Run in C1=CC=CC=C1 (benzene), C1=CC=CC=C1 (benzene), C1=CC=CC=C1 (benzene), C1=CC=CC=C1 (benzene). Run at time 30 minute. Product: [N+](=O)([O-])C1=C(OC(=O)N2C(CCC2)=O)C=CC=C1 (1-(2'-Nitrophenoxycarbonyl)-2-pyrrolidinone). Yield: 31.2%. Reaction SMILES: [C:1](Cl)(Cl)=[O:2].[N+:5]([C:8]1[CH:13]=[CH:12][CH:11]=[CH:10][C:9]=1[OH:14])([O-:7])=[O:6].N1C=CC=CC=1.C[Si](C)(C)[N:23]1[CH2:27][CH2:26][CH2:25][C:24]1=[O:28]>C1C=CC=CC=1>[N+:5]([C:8]1[CH:13]=[CH:12][CH:11]=[CH:10][C:9]=1[O:14][C:24]([N:23]1[CH2:27][CH2:26][CH2:25][C:1]1=[O:2])=[O:28])([O-:7])=[O:6]. Procedure: To a solution of phosgen (6.12 g, 61.8 mmol) in anhydrous benzene (30 ml) was dropwise added under ice-cooling a solution of 2-nitrophenol (8.60 g, 61.8 mmol) and purified pyridine (4.88 g, 61.8 mmol) in anhydrous benzene (20 ml). The mixture was stirred for 30 min. at room temperature. From the reaction solution were separated precipitates by filtration, and a filtrate was evaporated under reduced pressure to give a colorless oily material. The oily material was dissolved in anhydrous benzene (... Reactants: [H-].[Na+] (sodium hydride), S1C(=CC=C1)C1CC(CC(C1)=O)=O (5-(2-thienyl)cyclohexane-1,3-dione), ClCC(C)=O (chloroacetone). The solvent is CN(C=O)C (dimethylformamide). Run at time 1 hour. The product is CC1=COC2=C1C(CC(C2)C=2SC=CC2)=O (3-methyl-6-(2-thienyl)-4,5,6,7-tetrahydrobenzofuran-4-one). The yield is 15.0%. Reaction SMILES: [H-].[Na+].[S:3]1[CH:7]=[CH:6][CH:5]=[C:4]1[CH:8]1[CH2:13][C:12](=[O:14])[CH2:11][C:10](=[O:15])[CH2:9]1.Cl[CH2:17][C:18](=O)[CH3:19]>CN(C)C=O>[CH3:19][C:18]1[C:11]2[C:10](=[O:15])[CH2:9][CH:8]([C:4]3[S:3][CH:7]=[CH:6][CH:5]=3)[CH2:13][C:12]=2[O:14][CH:17]=1 |f:0.1|. Procedure: In dimethylformamide (10 ml) was suspended 60% sodium hydride (0.44 g, washed with hexane thrice), and to the suspension was added 5-(2-thienyl)cyclohexane-1,3-dione (1.9 g) and then was added chloroacetone (0.92 g). The mixture was stirred at room temperature for 1 hour and then at 150° C. for 13 hours. Under reduced pressure, the solvent was evaporated, and the residue was dissolved in ethyl acetate. The solution was washed with water and saturated brine, dried with magnesium sulfate and conce... The reactants are OCCCC#Cc1ccc2c(-c3ccc(Br)cc3)nsc2c1, C, O=S(=O)(Cl)Cl. The product is CS(=O)(=O)OCCCC#Cc1ccc2c(-c3ccc(Br)cc3)nsc2c1. RXN SMILES: [Br:1][c:2]1[cH:3][cH:4][c:5](-[c:8]2[n:9][s:10][c:11]3[c:12]2[cH:13][cH:14][c:15]([C:17]#[C:18][CH2:19][CH2:20][CH2:21][OH:22])[cH:16]3)[cH:6][cH:7]1.[CH4:28].[S:23](=[O:24])(=[O:25])([Cl:26])[Cl:27]>>[Br:1][c:2]1[cH:3][cH:4][c:5](-[c:8]2[n:9][s:10][c:11]3[c:12]2[cH:13][cH:14][c:15]([C:17]#[C:18][CH2:19][CH2:20][CH2:21][O:22][S:23](=[O:24])(=[O:25])[CH3:28])[cH:16]3)[cH:6][cH:7]1. Starting materials: CCOC(=O)CC(C=CCCCCc1cccc(N(C)Cc2ccc(OC)cc2)n1)c1cncnc1, CCO, [H][H]. The product is CCOC(=O)CC(CCCCCCc1cccc(N(C)Cc2ccc(OC)cc2)n1)c1cncnc1. RXN SMILES: [CH2:1]([CH3:2])[O:3][C:4]([CH2:5][CH:6]([CH:7]=[CH:8][CH2:9][CH2:10][CH2:11][CH2:12][c:13]1[n:14][c:15]([N:19]([CH3:20])[CH2:21][c:22]2[cH:23][cH:24][c:25]([O:28][CH3:29])[cH:26][cH:27]2)[cH:16][cH:17][cH:18]1)[c:30]1[cH:31][n:32][cH:33][n:34][cH:35]1)=[O:36].[CH3:39][CH2:40][OH:41].[H:37][H:38]>>[CH2:1]([CH3:2])[O:3][C:4]([CH2:5][CH:6]([CH2:7][CH2:8][CH2:9][CH2:10][CH2:11][CH2:12][c:13]1[n:14][c:15]([N:19]([CH3:20])[CH2:21][c:22]2[cH:23][cH:24][c:25]([O:28][CH3:29])[cH:26][cH:27]2)[cH:16][cH:17][cH:18]1)[c:30]1[cH:31][n:32][cH:33][n:34][cH:35]1)=[O:36]. Starting materials: O1C(=CC=C1)C1=CC(=NN1C1=CC=CC(=N1)C#N)C(F)(F)F (6-(5-(furan-2-yl)-3-(trifluoromethyl)-1H-pyrazol-1-yl)picolinonitrile). Solvent: C1CCOC1 (THF), C1CCOC1 (THF). Reaction conditions: temperature 21 celsius, time 3 hour. Product: O1C(=CC=C1)C1=CC(=NN1C1=CC=CC(=N1)CN)C(F)(F)F ((6-(5-(furan-2-yl)-3-(trifluoromethyl)-1H-pyrazol-1-yl)pyridin-2-yl)methanam ine). Isolated yield 122.8%. Reaction SMILES: [O:1]1[CH:5]=[CH:4][CH:3]=[C:2]1[C:6]1[N:10]([C:11]2[N:16]=[C:15]([C:17]#[N:18])[CH:14]=[CH:13][CH:12]=2)[N:9]=[C:8]([C:19]([F:22])([F:21])[F:20])[CH:7]=1>C1COCC1>[O:1]1[CH:5]=[CH:4][CH:3]=[C:2]1[C:6]1[N:10]([C:11]2[N:16]=[C:15]([CH2:17][NH2:18])[CH:14]=[CH:13][CH:12]=2)[N:9]=[C:8]([C:19]([F:21])([F:20])[F:22])[CH:7]=1. Procedure details: To a stirred solution of 46 (65 mg, 0.214 mmol) in THF (1.068 mL) was added 1M BH3 in THF (1.1 mL, 1.1 mmol). The resulting solution was allowed to stir at 21° C. for 3 hours. The excess BH3-THF was destroyed by the careful addition of MeOH. The solvent was evaporated, the residue dissolved in HCl/EtOH and the mixture was heated to reflux for 2 hours and then evaporated to dryness. The title product 47 (81 mg, 99% yield) was isolated as a pale yellow oil. LRMS (ESI): calc. 308.3; found 309.2 (MH...